This data is from the Open Reaction Database (ORD), a public repository of structured organic reaction records. The task is: describe an organic reaction: reactants, conditions, products, and yield The reactants are BrC1=CC=C(C=C1)N1NC(=CC1=O)C (1-(4-bromophenyl)-3-methyl-pyrazol-5-one), [OH-].[Na+] (sodium hydroxide), COS(=O)(=O)OC (dimethylsulphate). The solvent is CO (methanol). Yields the product BrC1=CC=C(C=C1)N1N=C(C=C1OC)C (1-(4-bromophenyl)-5-methoxy-3-methylpyrazole). The yield is 21.0%. RXN SMILES: [Br:1][C:2]1[CH:7]=[CH:6][C:5]([N:8]2[C:12](=[O:13])[CH:11]=[C:10]([CH3:14])[NH:9]2)=[CH:4][CH:3]=1.[OH-].[Na+].[CH3:17]OS(OC)(=O)=O>CO>[Br:1][C:2]1[CH:3]=[CH:4][C:5]([N:8]2[C:12]([O:13][CH3:17])=[CH:11][C:10]([CH3:14])=[N:9]2)=[CH:6][CH:7]=1 |f:1.2|. Procedure: A mixture of 1-(4-bromophenyl)-3-methyl-pyrazol-5-one (3.6 g), 10N aqueous sodium hydroxide solution (1.57 ml), methanol (5 ml) and dimethylsulphate (1.4 ml) was heated at reflux for 2 hours. The crude product was purified by vacuum flash chromatography on silica gel (Merck Art 7736) using dichloromethane as eluent to give 1-(4-bromophenyl)-5-methoxy-3-methylpyrazole (21% yield) as a solid, m.p. 67°-68° C.; NMR: 2.9(3H,s), 3.4(3H,s), 5.5(1H,s) and 7.4-7.5(2H,d). Starting materials: COc1ccc(C(=O)c2cc3cc(Br)ccc3o2)cc1, [K+], [OH-], OCCOCCO. Yields the product COc1ccc(Cc2cc3cc(Br)ccc3o2)cc1. RXN SMILES: [Br:3][c:4]1[cH:5][cH:6][c:7]2[c:8]([cH:9][c:10]([C:12]([c:13]3[cH:14][cH:15][c:16]([O:19][CH3:20])[cH:17][cH:18]3)=[O:21])[o:11]2)[cH:22]1.[K+:2].[OH-:1].[OH:23][CH2:24][CH2:25][O:26][CH2:27][CH2:28][OH:29]>>[Br:3][c:4]1[cH:5][cH:6][c:7]2[c:8]([cH:9][c:10]([CH2:12][c:13]3[cH:14][cH:15][c:16]([O:19][CH3:20])[cH:17][cH:18]3)[o:11]2)[cH:22]1.